Task: describe an organic reaction: reactants, conditions, products, and yield. Dataset: the Open Reaction Database (ORD), a public repository of structured organic reaction records Reactants: O=[O+][O-] (Ozone), C(C=CC)C1C(C2=CC=C(C=C2C1)OC)=O ((RS)-2-(2-buten-1-yl)-5-methoxy-1-indanone). Solvent: CO (methanol). Conditions: time 85 minute. Yields the product O=CCC1C(C2=CC=C(C=C2C1)OC)=O ((RS)-2-(2-oxoethyl)-5-methoxy-1-indanone). Isolated yield 110.5%. Reaction SMILES: [O:1]=[O+][O-].[CH2:4]([CH:8]1[CH2:16][C:15]2[C:10](=[CH:11][CH:12]=[C:13]([O:17][CH3:18])[CH:14]=2)[C:9]1=[O:19])[CH:5]=CC>CO>[O:1]=[CH:5][CH2:4][CH:8]1[CH2:16][C:15]2[C:10](=[CH:11][CH:12]=[C:13]([O:17][CH3:18])[CH:14]=2)[C:9]1=[O:19]. Reported procedure: Ozone (3 g ozone/hour) was conducted while stirring for 85 minutes through a solution, cooled to -70°, of 19.2 g of (RS)-2-(2-buten-1-yl)-5-methoxy-1-indanone in 600 ml of anhydrous methanol. Subsequently, the solution was flushed with oxygen and then 9.1 ml of dimethyl sulfide were added to the cold solution. The solution came to room temperature overnight and was evaporated in a vacuum. The residue was chromatographed (dichloromethane) over a column with oxalic acid solution adsorbed on silica... RXN SMILES: [Br:7][c:8]1[c:9]([F:17])[cH:10][c:11]([C:12](=[O:13])[OH:14])[cH:15][cH:16]1.[C:23](=[O:24])([O-:25])[O-:26].[CH3:19][NH:20][O:21][CH3:22].[CH3:33][N:34]([CH3:35])[CH:36]=[O:37].[Cl:1][C:2]([C:3]([Cl:4])=[O:5])=[O:6].[Cl:29][CH2:30][Cl:31].[ClH:18].[K+:27].[K+:28].[OH2:32]>>[Br:7][c:8]1[c:9]([F:17])[cH:10][c:11]([C:12](=[O:13])[N:20]([CH3:19])[O:21][CH3:22])[cH:15][cH:16]1. Reactants: O=C(O)c1ccc(Br)c(F)c1, O=C([O-])[O-], CNOC, CN(C)C=O, O=C(Cl)C(=O)Cl, ClCCl, Cl, [K+], [K+], O. Yields the product CON(C)C(=O)c1ccc(Br)c(F)c1. Starting materials: CCOC(=O)c1ccc(Cc2nc(CO)no2)cc1, CC(=O)c1ccc(O)c(Cl)c1O, ClCCl, CC(C)OC(=O)N=NC(=O)OC(C)C, c1ccc(P(c2ccccc2)c2ccccc2)cc1. The product is CCOC(=O)c1ccc(Cc2nc(COc3ccc(C(C)=O)c(O)c3Cl)no2)cc1. As a reaction SMILES: [CH2:20]([CH3:21])[O:22][C:23]([c:24]1[cH:25][cH:26][c:27]([CH2:30][c:31]2[n:32][c:33]([CH2:36][OH:37])[n:34][o:35]2)[cH:28][cH:29]1)=[O:38].[Cl:39][c:40]1[c:41]([OH:50])[c:42]([C:47]([CH3:48])=[O:49])[cH:43][cH:44][c:45]1[OH:46].[Cl:65][CH2:66][Cl:67].[O:51]=[C:52]([O:53][CH:54]([CH3:55])[CH3:56])[N:57]=[N:58][C:59]([O:60][CH:61]([CH3:62])[CH3:63])=[O:64].[c:1]1([P:2]([c:3]2[cH:4][cH:5][cH:6][cH:7][cH:8]2)[c:9]2[cH:10][cH:11][cH:12][cH:13][cH:14]2)[cH:15][cH:16][cH:17][cH:18][cH:19]1>>[CH2:20]([CH3:21])[O:22][C:23]([c:24]1[cH:25][cH:26][c:27]([CH2:30][c:31]2[n:32][c:33]([CH2:36][O:37][c:45]3[c:40]([Cl:39])[c:41]([OH:50])[c:42]([C:47]([CH3:48])=[O:49])[cH:43][cH:44]3)[n:34][o:35]2)[cH:28][cH:29]1)=[O:38]. The reactants are C(C=C)NC1=C(C=C(C=C1)C(F)(F)F)I (allyl-(2-iodo-4-trifluoromethyl-phenyl)-amine), C([O-])([O-])=O.[K+].[K+] (potassium carbonate). The reagents and catalysts are [Cl-].C(CCC)[N+](CCCC)(CCCC)CCCC (tetrabutylammonium chloride), C(C)(=O)[O-].[Pd+2].C(C)(=O)[O-] (palladium acetate). The solvent is CN(C)C=O (DMF). Conditions: temperature 80 celsius. Product: CC1=CNC2=CC=C(C=C12)C(F)(F)F (3-methyl-5-trifluoromethyl-1H-indole). The yield is 37.6%. RXN SMILES: [CH2:1]([NH:4][C:5]1[CH:10]=[CH:9][C:8]([C:11]([F:14])([F:13])[F:12])=[CH:7][C:6]=1I)[CH:2]=[CH2:3].C(=O)([O-])[O-].[K+].[K+]>[Cl-].C([N+](CCCC)(CCCC)CCCC)CCC.CN(C=O)C.C([O-])(=O)C.[Pd+2].C([O-])(=O)C>[CH3:3][C:2]1[C:10]2[C:5](=[CH:6][CH:7]=[C:8]([C:11]([F:14])([F:13])[F:12])[CH:9]=2)[NH:4][CH:1]=1 |f:1.2.3,4.5,7.8.9|. Reported procedure: A mixture of allyl-(2-iodo-4-trifluoromethyl-phenyl)-amine (1.75 g, 5.35 mmol), tetrabutylammonium chloride (1.68 g, 5.35 mmol), palladium acetate (120 mg, 0.54 mmol) and potassium carbonate (2.22 g, 16.0 mmol) in DMF (50 mL) is heated at 80° C. for 1.5 h. The reaction is quenched with water and extracted three times with DCM. The combined organic layer is dried (Na2SO4), filtered and concentrated. The residue is chromatographed through silica gel eluting with 0-40% EtOAc in heptane to afford 3-... The reactants are C(C)(C)(C)NC=1C(=NC2=CC=CC(=C2N1)C(C)=O)F (1-(3-(tert-butylamino)-2-fluoroquinoxalin-5-yl)ethanone), O1CCOCC1 (dioxane), Cl (HCl). Conditions: time 16 hour. Yields the product C(C)(C)(C)NC=1C(=NC2=CC=CC(=C2N1)C(C)=O)Cl (1-(3-(tert-butylamino)-2-chloroquinoxalin-5-yl)ethanone). Isolated yield 89.0%. RXN SMILES: [C:1]([NH:5][C:6]1[C:7](F)=[N:8][C:9]2[C:14]([N:15]=1)=[C:13]([C:16](=[O:18])[CH3:17])[CH:12]=[CH:11][CH:10]=2)([CH3:4])([CH3:3])[CH3:2].O1CCOCC1.[ClH:26]>>[C:1]([NH:5][C:6]1[C:7]([Cl:26])=[N:8][C:9]2[C:14]([N:15]=1)=[C:13]([C:16](=[O:18])[CH3:17])[CH:12]=[CH:11][CH:10]=2)([CH3:4])([CH3:3])[CH3:2]. Procedure: A mixture of 1-(3-(tert-butylamino)-2-fluoroquinoxalin-5-yl)ethanone (343b) (300 mg, 1.14 mmol) in 4 M HCl in dioxane (2.87 mL, 11.48 mmol) was stirred at RT for 16 h under a drying tube. Lcms indicated the reaction was not completed. The reaction mixture was heated at 70° C. for 1.5 h. The reaction was quenched with saturated aq. NaHCO3 (200 mL), diluted with DCM (100 mL), added to a separatory funnel, and extracted with DCM (3×100 mL) before the organic layer was separated, dried over Na2SO4, ...